Dataset: the Open Reaction Database (ORD), a public repository of structured organic reaction records. Task: describe an organic reaction: reactants, conditions, products, and yield Reactants: C(C)(C)(C)C=1N=C(C=2C(N1)=NN(N2)CC)N2CC(CC2)(F)F (5-tert-Butyl-7-(3,3-difluoro-pyrrolidin-1-yl)-2-ethyl-2H-[1,2,3]triazolo[4,5-d]pyrimidine), C(C)(C)(C)C=1N=C(C2=C(N1)NN=N2)N2CC(CC2)(F)F (5-tert-butyl-7-(3,3-difluoropyrrolidin-1-yl)-3H-[1,2,3]triazolo[4,5-d]pyrimidine), Br.BrCC1=CC=NC=C1 (4-(bromomethyl)pyridine hydrobromide). Yields the product C(C)(C)(C)C=1N=C(C=2C(N1)=NN(N2)CC2=CC=NC=C2)N2CC(CC2)(F)F (5-tert-Butyl-7-(3,3-difluoro-pyrrolidin-1-yl)-2-pyridin-4-ylmethyl-2H-[1,2,3]triazolo[4,5-d]pyrimidine), solid. Yield: 27.0%. Reaction SMILES: [C:1]([C:5]1[N:6]=[C:7]([N:16]2[CH2:20][CH2:19][C:18]([F:22])([F:21])[CH2:17]2)[C:8]2[C:9](=[N:11][N:12]([CH2:14][CH3:15])[N:13]=2)[N:10]=1)([CH3:4])([CH3:3])[CH3:2].[C:23]([C:27]1[N:28]=[C:29](N2CCC(F)(F)C2)[C:30]2N=NNC=2N=1)(C)(C)C.Br.BrCC1C=CN=CC=1>>[C:1]([C:5]1[N:6]=[C:7]([N:16]2[CH2:20][CH2:19][C:18]([F:21])([F:22])[CH2:17]2)[C:8]2[C:9](=[N:11][N:12]([CH2:14][C:15]3[CH:30]=[CH:29][N:28]=[CH:27][CH:23]=3)[N:13]=2)[N:10]=1)([CH3:2])([CH3:3])[CH3:4] |f:2.3|. Procedure: In analogy to the procedure described for the synthesis of 5-tert-butyl-7-(3,3-difluoro-pyrrolidin-1-yl)-2-ethyl-2H-[1,2,3]triazolo[4,5-d]pyrimidine (example 3, step b), the title compound was prepared from 5-tert-butyl-7-(3,3-difluoropyrrolidin-1-yl)-3H-[1,2,3]triazolo[4,5-d]pyrimidine and 4-(bromomethyl)pyridine hydrobromide and isolated as orange solid (4.1 mg, 27%). MS (m/e): 374.4 (MH+). Starting materials: ClC1=CC(=NC2=CC=CC=C12)C1=CC=C(C=C1)F (4-chloro-2-(4-fluorophenyl)quinoline), N1CCC(C(=O)N)CC1 (isonipecotamide), C1(=CC=CC=C1)O (phenol). Run in O (water). Yields the product FC1=CC=C(C=C1)C1=NC2=CC=CC=C2C(=C1)N1CCC(CC1)C(=O)N (1-[2-(4-Fluorophenyl)-4-quinolinyl]-4-piperidinecarboxamide). Reaction SMILES: Cl[C:2]1[C:11]2[C:6](=[CH:7][CH:8]=[CH:9][CH:10]=2)[N:5]=[C:4]([C:12]2[CH:17]=[CH:16][C:15]([F:18])=[CH:14][CH:13]=2)[CH:3]=1.[NH:19]1[CH2:27][CH2:26][CH:22]([C:23]([NH2:25])=[O:24])[CH2:21][CH2:20]1.C1(O)C=CC=CC=1>O>[F:18][C:15]1[CH:16]=[CH:17][C:12]([C:4]2[CH:3]=[C:2]([N:19]3[CH2:27][CH2:26][CH:22]([C:23]([NH2:25])=[O:24])[CH2:21][CH2:20]3)[C:11]3[C:6](=[CH:7][CH:8]=[CH:9][CH:10]=3)[N:5]=2)=[CH:13][CH:14]=1. Procedure details: A mixture of 1.44 g of 4-chloro-2-(4-fluorophenyl)quinoline 1.3 g (10 mmol) of isonipecotamide, and 3 g of phenol was stirred and heated in an oil bath at 165°-170° for 4.5 hr. It was then cooled and diluted with water. It wa made alkaline with 3N sodium hydroxide, and crystallization was induced by the addition of ether and scratching. The solid was collected and washed with ether to give 1.6 g of crude product. Recrystallization from ethanol/water gave white needles (0.42g). mp 218°-220° dec. The reactants are COC1=NC2=CC=CC=C2C=C1C1=CN=C(N1)[C@H](CCCCCC(=O)NC)NC(OCC1=CC=CC=C1)=O ((S)-benzyl (1-(5-(2-methoxyquinolin-3-yl)-1H-imidazol-2-yl)-7-(methylamino)-7-oxoheptyl)carbamate). Reagents/catalysts: [Pd] (Pd/C). The solvent is CCOC(=O)C.CO (EtOAc MeOH). Reaction conditions: time 24 hour. Yields the product N[C@@H](CCCCCC(=O)NC)C=1NC(=CN1)C=1C(=NC2=CC=CC=C2C1)OC ((S)-7-amino-7-(5-(2-methoxyquinolin-3-yl)-1H-imidazol-2-yl)-N-methylheptanamide). Reaction SMILES: [CH3:1][O:2][C:3]1[C:12]([C:13]2[NH:17][C:16]([C@@H:18]([NH:28]C(=O)OCC3C=CC=CC=3)[CH2:19][CH2:20][CH2:21][CH2:22][CH2:23][C:24]([NH:26][CH3:27])=[O:25])=[N:15][CH:14]=2)=[CH:11][C:10]2[C:5](=[CH:6][CH:7]=[CH:8][CH:9]=2)[N:4]=1>CCOC(C)=O.CO.[Pd]>[NH2:28][C@H:18]([C:16]1[NH:17][C:13]([C:12]2[C:3]([O:2][CH3:1])=[N:4][C:5]3[C:10]([CH:11]=2)=[CH:9][CH:8]=[CH:7][CH:6]=3)=[CH:14][N:15]=1)[CH2:19][CH2:20][CH2:21][CH2:22][CH2:23][C:24]([NH:26][CH3:27])=[O:25] |f:1.2|. Procedure details: A3 was dissolved in EtOAc/MeOH (1:1) (0.01 M) and treated with Pd/C. Mixture was purged with N2 and stirred under H2 atmosphere at room temperature for 24 h. Then, reaction mixture was filtered through a pad of silica and filtrate was concentrated under vacuum to give the title compound which was used as such in the next step. MS (ES+) C21H27N5O2: 382 (M+H)+. Starting materials: FC(C(CC1(CCOC2=CC=C(C=C12)F)C)=O)(F)F (1,1,1-trifluoro-3-(6-fluoro-4-methylchroman-4-yl)propan-2-one), CC=1NC2=CC=CC=C2C1 (2-methylindole), solution, CC(C)([O-])C.[K+] (potassium tert-butoxide), solution, [Li]CCCC (n-BuLi). Solvent: C(C)OCC (diethyl ether), C(C)OCC (diethyl ether), C1CCOC1 (THF), hexanes. Conditions: temperature -78 celsius, time 5 minute. Yields the product FC(C(CC1(CCOC2=CC=C(C=C12)F)C)(O)CC=1NC2=CC=CC=C2C1)(F)F (1,1,1-Trifluoro-3-(6-fluoro-4-methylchroman-4-yl)-2-(1H-indol-2-ylmethyl)propan-2-ol). Reaction SMILES: [CH3:1][C:2]1[NH:3][C:4]2[C:9]([CH:10]=1)=[CH:8][CH:7]=[CH:6][CH:5]=2.[Li]CCCC.CC(C)([O-])C.[K+].[F:22][C:23]([F:40])([F:39])[C:24](=[O:38])[CH2:25][C:26]1([CH3:37])[C:35]2[C:30](=[CH:31][CH:32]=[C:33]([F:36])[CH:34]=2)[O:29][CH2:28][CH2:27]1>C(OCC)C.C1COCC1>[F:40][C:23]([F:22])([F:39])[C:24]([CH2:1][C:2]1[NH:3][C:4]2[C:9]([CH:10]=1)=[CH:8][CH:7]=[CH:6][CH:5]=2)([OH:38])[CH2:25][C:26]1([CH3:37])[C:35]2[C:30](=[CH:31][CH:32]=[C:33]([F:36])[CH:34]=2)[O:29][CH2:28][CH2:27]1 |f:2.3|. Procedure: To a chilled (−78° C.) solution of 95.0 mg (0.72 mmol) of 2-methylindole in 10 mL of diethyl ether was added 710 μL (1.77 mmol) of a 2.5 M solution of n-BuLi in hexanes. After 5 minutes, 1.16 mL (1.16 mmol) of a 1 M solution of potassium tert-butoxide in THF was added and the mixture was warmed until a yellow precipitate formed. After 20 minutes, the reaction was cooled to −78° C. and 200 mg (0.72 mmol) of 1,1,1-trifluoro-3-(6-fluoro-4-methylchroman-4-yl)propan-2-one (Example 1) in 2 mL of dieth...